From a dataset of the Open Reaction Database (ORD), a public repository of structured organic reaction records. describe an organic reaction: reactants, conditions, products, and yield Starting materials: C(C)(=O)OCC (ethyl acetate), BrC1=CC=C(C(C=O)=C1)O (5-bromosalicylaldehyde), C([O-])([O-])=O.[K+].[K+] (potassium carbonate), C(C1=CC=CC=C1)Br (benzyl bromide). Solvent: CN(C)C=O (DMF). Conditions: time 18 hour. Product: C(C1=CC=CC=C1)OC1=C(C=O)C=C(C=C1)Br (2-benzyloxy-5-bromo-benzaldehyde). RXN SMILES: [Br:1][C:2]1[CH:9]=[C:6]([CH:7]=[O:8])[C:5]([OH:10])=[CH:4][CH:3]=1.C(=O)([O-])[O-].[K+].[K+].[CH2:17](Br)[C:18]1[CH:23]=[CH:22][CH:21]=[CH:20][CH:19]=1.C(OCC)(=O)C>CN(C=O)C>[CH2:17]([O:10][C:5]1[CH:4]=[CH:3][C:2]([Br:1])=[CH:9][C:6]=1[CH:7]=[O:8])[C:18]1[CH:23]=[CH:22][CH:21]=[CH:20][CH:19]=1 |f:1.2.3|. Reported procedure: A mixture of 5-bromosalicylaldehyde (12 g), potassium carbonate (16.5 g) and benzyl bromide (7.8 ml) in DMF (50 ml) was stirred for 18 hours, poured into ethyl acetate (100 ml), washed with 0.05M HCl (100 ml), sodium bicarbonate (100 ml) and brine (100 ml), dried (sodium sulphate), filtered and evaporated. The residue was triturated with hexane/diethyl ether to give 2-benzyloxy-5-bromo-benzaldehyde (15.8 g) mp.70°-72° C.